This data is from the Open Reaction Database (ORD), a public repository of structured organic reaction records. The task is: describe an organic reaction: reactants, conditions, products, and yield Reactants: C[SiH](C1=C(C=CC=C1)[SiH](C)C)C (1,2-bis(dimethylsilyl)benzene), C(C1=CC=CC=C1)N1C(CCCCC1)=O (N-benzyl-ε-caprolactam). The solvent is C1(=CC=CC=C1)C (toluene). Conditions: temperature 100 celsius, time 30 minute. The product is C(C1=CC=CC=C1)N1CCCCCC1 (1-benzylazepane). The yield is 89.0%. RXN SMILES: C[SiH](C)C1C=CC=CC=1[SiH](C)C.[CH2:13]([N:20]1[CH2:26][CH2:25][CH2:24][CH2:23][CH2:22][C:21]1=O)[C:14]1[CH:19]=[CH:18][CH:17]=[CH:16][CH:15]=1>C1(C)C=CC=CC=1>[CH2:13]([N:20]1[CH2:26][CH2:25][CH2:24][CH2:23][CH2:22][CH2:21]1)[C:14]1[CH:19]=[CH:18][CH:17]=[CH:16][CH:15]=1. Procedure: A 20-mL eggplant flask equipped with a three-way cock and a magnetic stirrer was heat dried while pumping to a vacuum of 5 Pa before its interior was purged with argon atmosphere. Into the flask, iron complex A (1.0 mg, 0.002 mmol) was admitted as catalyst and dissolved in toluene (0.5 mL). To the solution, 1,2-bis(dimethylsilyl)benzene (475 μL) was added through a syringe, and N-benzyl-ε-caprolactam (203 mg, 1.0 mmol) was added. The solution was stirred at 100° C. for 30 minutes. Toluene was di... Reactants: CCOC(=O)C(Cc1ccc(O)cc1)N(CC)c1ccccc1, CCOC(=O)N=NC(=O)OCC, O=C(NCCO)c1ccc(-c2ccccc2)cc1, c1ccc(P(c2ccccc2)c2ccccc2)cc1. Yields the product CCOC(=O)C(Cc1ccc(OCCNC(=O)c2ccc(-c3ccccc3)cc2)cc1)N(CC)c1ccccc1. Reaction SMILES: [CH2:19]([CH3:20])[N:21]([c:22]1[cH:23][cH:24][cH:25][cH:26][cH:27]1)[CH:28]([C:29](=[O:30])[O:31][CH2:32][CH3:33])[CH2:34][c:35]1[cH:36][cH:37][c:38]([OH:41])[cH:39][cH:40]1.[O:61]=[C:62]([O:63][CH2:64][CH3:65])[N:66]=[N:67][C:68]([O:69][CH2:70][CH3:71])=[O:72].[c:1]1(-[c:13]2[cH:14][cH:15][cH:16][cH:17][cH:18]2)[cH:2][cH:3][c:4]([C:7](=[O:8])[NH:9][CH2:10][CH2:11][OH:12])[cH:5][cH:6]1.[c:42]1([P:43]([c:44]2[cH:45][cH:46][cH:47][cH:48][cH:49]2)[c:50]2[cH:51][cH:52][cH:53][cH:54][cH:55]2)[cH:56][cH:57][cH:58][cH:59][cH:60]1>>[c:1]1(-[c:13]2[cH:14][cH:15][cH:16][cH:17][cH:18]2)[cH:2][cH:3][c:4]([C:7](=[O:8])[NH:9][CH2:10][CH2:11][O:12][c:38]2[cH:37][cH:36][c:35]([CH2:34][CH:28]([N:21]([CH2:19][CH3:20])[c:22]3[cH:23][cH:24][cH:25][cH:26][cH:27]3)[C:29](=[O:30])[O:31][CH2:32][CH3:33])[cH:40][cH:39]2)[cH:5][cH:6]1. The reactants are ClC1=NC=CC2=C(C(=CC=C12)C)C=1C=C2C=NC(=NC2=CC1)NC (6-(1-chloro-6-methylisoquinolin-5-yl)-N-methylquinazolin-2-amine), COC=1C=C(CN)C=CC1OC (3,4-dimethoxybenzylamine), O (water). Run in CN1CCCC1=O (NMP). The product is COC=1C=C(CNC2=NC=CC3=C(C(=CC=C23)C)C=2C=C3C=NC(=NC3=CC2)NC)C=CC1OC (6-(1-(3,4-dimethoxybenzylamino)-6-methylisoquinolin-5-yl)-N-methylquinazolin-2-amine). RXN SMILES: [CH3:1][O:2][C:3]1[CH:4]=[C:5]([CH:8]=[CH:9][C:10]=1[O:11][CH3:12])[CH2:6][NH2:7].Cl[C:14]1[C:23]2[C:18](=[C:19]([C:25]3[CH:26]=[C:27]4[C:32](=[CH:33][CH:34]=3)[N:31]=[C:30]([NH:35][CH3:36])[N:29]=[CH:28]4)[C:20]([CH3:24])=[CH:21][CH:22]=2)[CH:17]=[CH:16][N:15]=1.O>CN1C(=O)CCC1>[CH3:1][O:2][C:3]1[CH:4]=[C:5]([CH:8]=[CH:9][C:10]=1[O:11][CH3:12])[CH2:6][NH:7][C:14]1[C:23]2[C:18](=[C:19]([C:25]3[CH:26]=[C:27]4[C:32](=[CH:33][CH:34]=3)[N:31]=[C:30]([NH:35][CH3:36])[N:29]=[CH:28]4)[C:20]([CH3:24])=[CH:21][CH:22]=2)[CH:17]=[CH:16][N:15]=1. Reported procedure: Dissolved 3,4-dimethoxybenzylamine (3.04 ml, 20.2 mmol) in NMP (15.0 mL) and added 6-(1-chloro-6-methylisoquinolin-5-yl)-N-methylquinazolin-2-amine (2.25 g, 6.72 mmol) as a solid in a sealed vessel and heated the reaction to 220° C. in the microwave 20 minutes. Dripped the reaction mixture into water and isolated the resulting precipitate. Air-dried the solid and redissolved in 2M NH3/MeOH. Concentrated in vacuo, redissolved wet slurry in EtOAc and dried the slurry over Na2SO4. Concentrated and ...